describe an organic reaction: reactants, conditions, products, and yield From a dataset of the Open Reaction Database (ORD), a public repository of structured organic reaction records. Reactants: FC(OC1=CC=C(C=O)C=C1)(F)F (4-(trifluoromethoxy)benzaldehyde), FC(C(=O)N1C(CCC1)=O)(F)F (1-(2,2,2-trifluoroacetyl)pyrrolidin-2-one). Product: FC(OC1=CC=C(CC2C(NCC2)=O)C=C1)(F)F (3-(4-(trifluoromethoxy)benzyl)pyrrolidin-2-one). Isolated yield 53.0%. Reaction SMILES: [F:1][C:2]([F:13])([F:12])[O:3][C:4]1[CH:11]=[CH:10][C:7]([CH:8]=O)=[CH:6][CH:5]=1.FC(F)(F)C([N:18]1[CH2:22][CH2:21][CH2:20][C:19]1=[O:23])=O>>[F:1][C:2]([F:13])([F:12])[O:3][C:4]1[CH:11]=[CH:10][C:7]([CH2:8][CH:20]2[CH2:21][CH2:22][NH:18][C:19]2=[O:23])=[CH:6][CH:5]=1. Procedure: Following the procedure as described in Preparation 5, making variations as required to use 4-(trifluoromethoxy)benzaldehyde in place of 4-fluorobenzaldehyde to react with 1-(2,2,2-trifluoroacetyl)pyrrolidin-2-one, the title compound was obtained as a white solid in 53% yield: 1H NMR (300 MHz, CDCl3) δ 7.24-7.06 (m, 4H), 3.71-3.50 (m, 2H), 3.34-3.02 (m, 3H), 2.19-2.00 (m, 1H), 1.83-1.70 (m, 1H); MS (ES+) m/z 260.1 (M+1). Starting materials: C(C)(=O)OCC (ethyl acetate), ClC1=C(C=CC=C1)CC(=O)OCC (ethyl 2-(2-chlorophenyl)acetate), BrCCCC(=O)OCC (ethyl 4-bromobutanoate), C(=O)([O-])[O-].[Cs+].[Cs+] (Cs2CO3). Solvent: O (water), CN(C)C=O (DMF). Run at temperature 60 celsius. Yields the product ClC1=C(C=CC=C1)C(C(=O)OCC)CCCC(=O)OCC (diethyl 2-(2-chlorophenyl)hexanedioate). The yield is 100.0%. RXN SMILES: [Cl:1][C:2]1[CH:7]=[CH:6][CH:5]=[CH:4][C:3]=1[CH2:8][C:9]([O:11][CH2:12][CH3:13])=[O:10].Br[CH2:15][CH2:16][CH2:17][C:18]([O:20][CH2:21][CH3:22])=[O:19].C([O-])([O-])=O.[Cs+].[Cs+].C(OCC)(=O)C>CN(C=O)C.O>[Cl:1][C:2]1[CH:7]=[CH:6][CH:5]=[CH:4][C:3]=1[CH:8]([CH2:15][CH2:16][CH2:17][C:18]([O:20][CH2:21][CH3:22])=[O:19])[C:9]([O:11][CH2:12][CH3:13])=[O:10] |f:2.3.4|. Procedure: A mixture of ethyl 2-(2-chlorophenyl)acetate (11.32 g, 57.0 mmol), ethyl 4-bromobutanoate (33.3 g, 171 mmol) and Cs2CO3 (55.7 g, 171 mmol) in DMF (Volume: 57.0 ml) was heated at 60° C. overnight. The reaction was cooled to RT and diluted into a mixture of ethyl acetate and water. The organic layer was separated, and the aqueous layer was extracted three times with EtOAc. The combined organic layers were concentrated in vacuo. The residue was purified by flash chromatography (SG, 0 to 45% EtOAc/H... Reactants: CO, CCOC(=O)C1CCN(c2nnc(NCc3ccc(OC)c(Cl)c3)c3cc(Cl)ccc23)CC1, [Na+], C1CCOC1, [OH-]. The product is COc1ccc(CNc2nnc(N3CCC(C(=O)O)CC3)c3ccc(Cl)cc23)cc1Cl. As a reaction SMILES: [CH3:1][OH:2].[Cl:5][c:6]1[cH:7][c:8]2[c:9]([NH:27][CH2:28][c:29]3[cH:30][c:31]([Cl:37])[c:32]([O:35][CH3:36])[cH:33][cH:34]3)[n:10][n:11][c:12]([N:16]3[CH2:17][CH2:18][CH:19]([C:22](=[O:23])[O:24][CH2:25][CH3:26])[CH2:20][CH2:21]3)[c:13]2[cH:14][cH:15]1.[Na+:4].[O:38]1[CH2:39][CH2:40][CH2:41][CH2:42]1.[OH-:3]>>[Cl:5][c:6]1[cH:7][c:8]2[c:9]([NH:27][CH2:28][c:29]3[cH:30][c:31]([Cl:37])[c:32]([O:35][CH3:36])[cH:33][cH:34]3)[n:10][n:11][c:12]([N:16]3[CH2:17][CH2:18][CH:19]([C:22](=[O:23])[OH:24])[CH2:20][CH2:21]3)[c:13]2[cH:14][cH:15]1. The reactants are ClC=1N=NC(=CC1)N1CCN(CC1)CC(=O)N1CCN(CC1)C1CCC1 (3-chloro-6-{4-[2-(4-cyclobutylpiperazin-1-yl)-2-oxoethyl]piperazin-1-yl}pyridazine), C1(=CC=CC=C1)B(O)O (phenyl boronic acid). Reagents/catalysts: C=1C=CC(=CC1)[P](C=2C=CC=CC2)(C=3C=CC=CC3)[Pd]([P](C=4C=CC=CC4)(C=5C=CC=CC5)C=6C=CC=CC6)([P](C=7C=CC=CC7)(C=8C=CC=CC8)C=9C=CC=CC9)[P](C=1C=CC=CC1)(C=1C=CC=CC1)C=1C=CC=CC1 (Pd(PPh3)4). Solvent: O1CCOCC1 (dioxane), C(=O)([O-])[O-].[K+].[K+] (K2CO3). Reaction conditions: temperature 85 celsius. Yields the product C1(CCC1)N1CCN(CC1)C(CN1CCN(CC1)C=1N=NC(=CC1)C1=CC=CC=C1)=O (3-{4-[2-(4-Cyclobutylpiperazin-1-yl)-2-oxoethyl]piperazin-1-yl}-6-phenylpyridazine). Reaction SMILES: Cl[C:2]1[N:3]=[N:4][C:5]([N:8]2[CH2:13][CH2:12][N:11]([CH2:14][C:15]([N:17]3[CH2:22][CH2:21][N:20]([CH:23]4[CH2:26][CH2:25][CH2:24]4)[CH2:19][CH2:18]3)=[O:16])[CH2:10][CH2:9]2)=[CH:6][CH:7]=1.[C:27]1(B(O)O)[CH:32]=[CH:31][CH:30]=[CH:29][CH:28]=1>O1CCOCC1.C([O-])([O-])=O.[K+].[K+].C1C=CC([P]([Pd]([P](C2C=CC=CC=2)(C2C=CC=CC=2)C2C=CC=CC=2)([P](C2C=CC=CC=2)(C2C=CC=CC=2)C2C=CC=CC=2)[P](C2C=CC=CC=2)(C2C=CC=CC=2)C2C=CC=CC=2)(C2C=CC=CC=2)C2C=CC=CC=2)=CC=1>[CH:23]1([N:20]2[CH2:21][CH2:22][N:17]([C:15](=[O:16])[CH2:14][N:11]3[CH2:12][CH2:13][N:8]([C:5]4[N:4]=[N:3][C:2]([C:27]5[CH:32]=[CH:31][CH:30]=[CH:29][CH:28]=5)=[CH:7][CH:6]=4)[CH2:9][CH2:10]3)[CH2:18][CH2:19]2)[CH2:26][CH2:25][CH2:24]1 |f:3.4.5,^1:51,53,72,91|. Procedure details: In a sealed vial, dissolve 3-chloro-6-{4-[2-(4-cyclobutylpiperazin-1-yl)-2-oxoethyl]piperazin-1-yl}pyridazine (15.1 mg, 0.04 mmol), phenyl boronic acid (9.8 mg, 0.08 mmol), and Pd(PPh3)4 (2.3 mg, 0.002 mmol) in dioxane (0.7 mL) and 2N K2CO3 (0.1 mL). Degas with N2 and seal the vial. Heat the mixture at 85° C. overnight. Cool and partition between EtOAc (0.5 mL) and 1N NaOH (0.5 mL). Extract the organic phase and place directly on an SCX ion exchange resin cartridge. Wash the resin with EtOAc/MeO...